Dataset: the Open Reaction Database (ORD), a public repository of structured organic reaction records. Task: describe an organic reaction: reactants, conditions, products, and yield Reactants: COC(=O)Cc1ccc(C)c(OCCN2C(C)CN(c3ncc(Br)s3)CC2C)c1, CO, [Na+], C1CCOC1, [OH-], O. The product is Cc1ccc(CC(=O)O)cc1OCCN1C(C)CN(c2ncc(Br)s2)CC1C. As a reaction SMILES: [CH3:1][O:2][C:3]([CH2:4][c:5]1[cH:6][c:7]([O:12][CH2:13][CH2:14][N:15]2[CH:16]([CH3:28])[CH2:17][N:18]([c:22]3[s:23][c:24]([Br:27])[cH:25][n:26]3)[CH2:19][CH:20]2[CH3:21])[c:8]([CH3:11])[cH:9][cH:10]1)=[O:29].[CH3:32][OH:33].[Na+:31].[O:34]1[CH2:35][CH2:36][CH2:37][CH2:38]1.[OH-:30].[OH2:39]>>[O:2]=[C:3]([CH2:4][c:5]1[cH:6][c:7]([O:12][CH2:13][CH2:14][N:15]2[CH:16]([CH3:28])[CH2:17][N:18]([c:22]3[s:23][c:24]([Br:27])[cH:25][n:26]3)[CH2:19][CH:20]2[CH3:21])[c:8]([CH3:11])[cH:9][cH:10]1)[OH:29].